From a dataset of the Open Reaction Database (ORD), a public repository of structured organic reaction records. describe an organic reaction: reactants, conditions, products, and yield The reactants are BrC1=C(C(=O)N(N)C)C=CC(=C1)\C=C\C(C(F)(F)F)C1=CC(=C(C(=C1)Cl)Cl)Cl ((E)-2-bromo-N-methyl-4-(4,4,4-trifluoro-3-(3,4,5-trichlorophenyl)but-1-enyl)benzohydrazide), FC(CC(=O)O)(F)F (3,3,3-trifluoropropanoic acid), CCN=C=NCCCN(C)C.Cl (EDC.HCl), CCN(C(C)C)C(C)C (DIPEA). The reagents and catalysts are CN(C)C=1C=CN=CC1 (DMAP). Run in O (water), ClCCCl (DCE). Conditions: temperature 25 celsius, time 12 hour. Yields the product BrC1=C(C(=O)NN(C(CC(F)(F)F)=O)C)C=CC(=C1)\C=C\C(C(F)(F)F)C1=CC(=C(C(=C1)Cl)Cl)Cl ((E)-2-Bromo-N′-methyl-4-(4,4,4-trifluoro-3-(3,4,5-trichlorophenyl)but-1-enyl)-N′-(3,3,3-trifluoropropanoyl)benzohydrazide). Isolated yield 21.0%. As a reaction SMILES: [Br:1][C:2]1[CH:12]=[C:11](/[CH:13]=[CH:14]/[CH:15]([C:20]2[CH:25]=[C:24]([Cl:26])[C:23]([Cl:27])=[C:22]([Cl:28])[CH:21]=2)[C:16]([F:19])([F:18])[F:17])[CH:10]=[CH:9][C:3]=1[C:4]([N:6](C)[NH2:7])=[O:5].[F:29][C:30]([F:36])([F:35])[CH2:31][C:32](O)=[O:33].[CH3:37]CN=C=NCCCN(C)C.Cl.CCN(C(C)C)C(C)C>ClCCCl.CN(C1C=CN=CC=1)C.O>[Br:1][C:2]1[CH:12]=[C:11](/[CH:13]=[CH:14]/[CH:15]([C:20]2[CH:21]=[C:22]([Cl:28])[C:23]([Cl:27])=[C:24]([Cl:26])[CH:25]=2)[C:16]([F:17])([F:19])[F:18])[CH:10]=[CH:9][C:3]=1[C:4]([NH:6][N:7]([CH3:37])[C:32](=[O:33])[CH2:31][C:30]([F:36])([F:35])[F:29])=[O:5] |f:2.3|. Procedure details: To a stirred solution of (E)-2-bromo-N-methyl-4-(4,4,4-trifluoro-3-(3,4,5-trichlorophenyl)but-1-enyl)benzohydrazide (200 mg, 0.46 mmol) in DCE (15 mL), was added 3,3,3-trifluoropropanoic acid (59 mg, 0.38 mmol), DMAP (46 mg, 0.42 mmol), EDC.HCl (65 mg, 0.42 mmol) and DIPEA (0.2 mL, 1.16 mmol). The reaction mixture was stirred at 25° C. for 12 h, then diluted with water and extracted with EtOAc. The combined organic layers were washed with brine, dried over Na2SO4 and concentrated under reduced p... Starting materials: P(=O)([O-])([O-])[O-].[K+].[K+].[K+] (potassium phosphate), CN1CC2=C(NC=3C=CC(=CC23)C)CC1 (2,3,4,5-Tetrahydro-2,8-dimethyl-1H-pyrido[4,3-b]indole), BrC=C(C)C=1C=C(C(=C(C1)F)OC)F (5-(1-Bromoprop-1-en-2-yl)-1,3-difluoro-2-methoxybenzene), N1[C@H](C(=O)O)CCC1 (L-proline). The reagents and catalysts are [Cu]I (copper (I) iodide). Run in CN(C)C=O (DMF). Conditions: temperature 85 celsius, time 8 hour. Product: CN1CC2=C(N(C=3C=CC(=CC23)C)C2(C(C=CC=C2F)F)O)CC1 (1-(2,8-dimethyl-3,4-dihydro-1H-pyrido[4,3-b]indol-5(2H)-yl)-2,6-difluorophenol). As a reaction SMILES: BrC=C([C:5]1[CH:6]=[C:7]([F:14])[C:8]([O:12]C)=[C:9]([F:11])[CH:10]=1)C.P([O-])([O-])([O-])=O.[K+].[K+].[K+].N1CCC[C@H]1C(O)=O.[CH3:31][N:32]1[CH2:45][CH2:44][C:35]2[NH:36][C:37]3[CH:38]=[CH:39][C:40]([CH3:43])=[CH:41][C:42]=3[C:34]=2[CH2:33]1>CN(C=O)C.[Cu]I>[CH3:31][N:32]1[CH2:45][CH2:44][C:35]2[N:36]([C:8]3([OH:12])[C:9]([F:11])=[CH:10][CH:5]=[CH:6][CH:7]3[F:14])[C:37]3[CH:38]=[CH:39][C:40]([CH3:43])=[CH:41][C:42]=3[C:34]=2[CH2:33]1 |f:1.2.3.4|. Procedure details: 5-(1-Bromoprop-1-en-2-yl)-1,3-difluoro-2-methoxybenzene (223 mg, 1.2 mmol) was dissolved in DMF (5 mL) and potassium phosphate (424 mg, 2 mmol) was added followed by copper (I) iodide (19 mg, 0.1 mmol) and L-proline (23 mg, 0.2 mmol). 2,3,4,5-Tetrahydro-2,8-dimethyl-1H-pyrido[4,3-b]indole (200 mg, 1 mmol) was added and the mixture purged with nitrogen for 2 min. The reaction mixture was stirred at 85° C. overnight. Water was added and the solid mass was filtered under vacuum. The crude product w... Starting materials: NC1CCCCC1, CS(=O)CC(=O)c1cc2ccccc2cc1O. The product is CS(=O)CC(=NC1CCCCC1)c1cc2ccccc2cc1O. Reaction SMILES: [NH2:18][CH:19]1[CH2:20][CH2:21][CH2:22][CH2:23][CH2:24]1.[OH:1][c:2]1[c:3]([C:12]([CH2:13][S:14](=[O:15])[CH3:16])=[O:17])[cH:4][c:5]2[cH:6][cH:7][cH:8][cH:9][c:10]2[cH:11]1>>[OH:1][c:2]1[c:3]([C:12]([CH2:13][S:14](=[O:15])[CH3:16])=[N:18][CH:19]2[CH2:20][CH2:21][CH2:22][CH2:23][CH2:24]2)[cH:4][c:5]2[cH:6][cH:7][cH:8][cH:9][c:10]2[cH:11]1. Starting materials: BrCC1CO1, [Na+], [OH-], O, Oc1ccc(-c2cnns2)cc1. Yields the product c1cc(-c2cnns2)ccc1OCC1CO1. Reaction SMILES: [Br:15][CH2:16][CH:17]1[CH2:18][O:19]1.[Na+:2].[OH-:1].[OH2:20].[OH:3][c:4]1[cH:5][cH:6][c:7](-[c:10]2[cH:11][n:12][n:13][s:14]2)[cH:8][cH:9]1>>[O:3]([c:4]1[cH:5][cH:6][c:7](-[c:10]2[cH:11][n:12][n:13][s:14]2)[cH:8][cH:9]1)[CH2:16][CH:17]1[CH2:18][O:19]1. Starting materials: CC(C)(C)OC(=O)N1CCc2c(c(-c3ccccc3)cn2Cc2ccccc2)C1, CC(C)(C)OC(=O)N1CCC(=O)CC1, O=[N+]([O-])C=Cc1ccccc1, NCc1ccccc1. The product is c1ccc(Cn2cc(-c3ccccc3)c3c2CCNC3)cc1. Reaction SMILES: [C:1]([O:2][C:3](=[O:4])[N:8]1[CH2:9][c:10]2[c:11]([n:14]([CH2:23][c:24]3[cH:25][cH:26][cH:27][cH:28][cH:29]3)[cH:15][c:16]2-[c:17]2[cH:18][cH:19][cH:20][cH:21][cH:22]2)[CH2:12][CH2:13]1)([CH3:5])([CH3:6])[CH3:7].[C:30]([O:31][C:32]([N:33]1[CH2:34][CH2:35][C:36](=[O:37])[CH2:38][CH2:39]1)=[O:40])([CH3:41])([CH3:42])[CH3:43].[N+:44]([CH:45]=[CH:46][c:47]1[cH:48][cH:49][cH:50][cH:51][cH:52]1)([O-:53])=[O:54].[NH2:55][CH2:56][c:57]1[cH:58][cH:59][cH:60][cH:61][cH:62]1>>[NH:8]1[CH2:9][c:10]2[c:11]([n:14]([CH2:23][c:24]3[cH:25][cH:26][cH:27][cH:28][cH:29]3)[cH:15][c:16]2-[c:17]2[cH:18][cH:19][cH:20][cH:21][cH:22]2)[CH2:12][CH2:13]1. The reactants are CO, [Na+], [OH-], COC(=O)C(Cc1ccc(O)cc1)OC. Yields the product COC(Cc1ccc(O)cc1)C(=O)O. Reaction SMILES: [CH3:18][OH:19].[Na+:17].[OH-:16].[OH:1][c:2]1[cH:3][cH:4][c:5]([CH2:8][CH:9]([C:10](=[O:11])[O:12][CH3:13])[O:14][CH3:15])[cH:6][cH:7]1>>[OH:1][c:2]1[cH:3][cH:4][c:5]([CH2:8][CH:9]([C:10](=[O:11])[OH:12])[O:14][CH3:15])[cH:6][cH:7]1.